describe an organic reaction: reactants, conditions, products, and yield From a dataset of the Open Reaction Database (ORD), a public repository of structured organic reaction records. Starting materials: C(CCCC)[C@@H]1CC[C@H](CC1)COC1=CC=C(C=C1)I (4-(trans-4-pentylcyclohexyl) methoxyiodo benzene), OB(C1=CC(=C(C(=C1)F)OC(F)(F)F)F)O (dihydroxy (3,5-difluoro-4-trifluoromethoxyphenyl) borane), C([O-])([O-])=O.[Na+].[Na+] (sodium carbonate). The reagents and catalysts are [Pd] (palladium on activated charcoal). Run in toluene alcohol water, O (water). Product: FC1=C(C(=CC(=C1)C1=CC=C(C=C1)OC[C@@H]1CC[C@H](CC1)CCCCC)F)OC(F)(F)F (2,6-difluoro-4-(4-(trans-4-pentylcyclohexyl) methoxyphenyl) trifluoromethoxybenzene). As a reaction SMILES: [CH2:1]([C@H:6]1[CH2:11][CH2:10][C@H:9]([CH2:12][O:13][C:14]2[CH:19]=[CH:18][C:17](I)=[CH:16][CH:15]=2)[CH2:8][CH2:7]1)[CH2:2][CH2:3][CH2:4][CH3:5].OB(O)[C:23]1[CH:28]=[C:27]([F:29])[C:26]([O:30][C:31]([F:34])([F:33])[F:32])=[C:25]([F:35])[CH:24]=1.C(=O)([O-])[O-].[Na+].[Na+]>[Pd].O>[F:29][C:27]1[CH:28]=[C:23]([C:17]2[CH:18]=[CH:19][C:14]([O:13][CH2:12][C@H:9]3[CH2:10][CH2:11][C@H:6]([CH2:1][CH2:2][CH2:3][CH2:4][CH3:5])[CH2:7][CH2:8]3)=[CH:15][CH:16]=2)[CH:24]=[C:25]([F:35])[C:26]=1[O:30][C:31]([F:32])([F:33])[F:34] |f:2.3.4|. Procedure details: A mixture of 5.0 g (13 mmol) of 4-(trans-4-pentylcyclohexyl) methoxyiodo benzene, 4.1 g (34 mmol) of dihydroxy (3,5-difluoro-4-trifluoromethoxyphenyl) borane, 3.0 g of 5% palladium on activated charcoal and 7.2 g (136 mmol) of sodium carbonate was refluxed in toluene/alcohol/water (1/1/1 v/v, 75 ml) under a nitrogen atmosphere for 3 days. After cooling, the reaction solution was added with water (100 ml) and extracted twice with toluene (100 ml). An organic layer was dried over anhydrous magnesi... The reactants are O=C1c2ccccc2C(=O)N1c1cccc(CBr)n1, CC#N, CCN(C(C)C)C(C)C, O=C1c2ccccc2C(=O)N1CCCCNC1CCCc2cccnc21. Product: O=C1c2ccccc2C(=O)N1CCCCN(Cc1cccc(N2C(=O)c3ccccc3C2=O)n1)C1CCCc2cccnc21. RXN SMILES: [Br:27][CH2:28][c:29]1[cH:30][cH:31][cH:32][c:33]([N:35]2[C:36](=[O:45])[c:37]3[cH:38][cH:39][cH:40][cH:41][c:42]3[C:43]2=[O:44])[n:34]1.[CH3:55][C:56]#[N:57].[CH:46]([N:47]([CH2:48][CH3:49])[CH:50]([CH3:51])[CH3:52])([CH3:53])[CH3:54].[n:1]1[cH:2][cH:3][cH:4][c:5]2[c:10]1[CH:9]([NH:11][CH2:12][CH2:13][CH2:14][CH2:15][N:16]1[C:17](=[O:26])[c:18]3[cH:19][cH:20][cH:21][cH:22][c:23]3[C:24]1=[O:25])[CH2:8][CH2:7][CH2:6]2>>[n:1]1[cH:2][cH:3][cH:4][c:5]2[c:10]1[CH:9]([N:11]([CH2:12][CH2:13][CH2:14][CH2:15][N:16]1[C:17](=[O:26])[c:18]3[cH:19][cH:20][cH:21][cH:22][c:23]3[C:24]1=[O:25])[CH2:28][c:29]1[cH:30][cH:31][cH:32][c:33]([N:35]3[C:36](=[O:45])[c:37]4[cH:38][cH:39][cH:40][cH:41][c:42]4[C:43]3=[O:44])[n:34]1)[CH2:8][CH2:7][CH2:6]2. Reactants: BrC1=CC=C(C=C1)C(C)O ((±)-1-(4-bromophenyl)ethanol), CC(=O)C1=CC=C(C=C1)Br (4-bromoacetophenone), BrC1=CC=C(C=C1)[C@H](C)O ((S)-1-(4-bromophenyl)ethanol). Reaction conditions: time 2 day. Yields the product BrC1=CC=C(C=C1)[C@@H](C)O ((R)-1-(4-bromophenyl)ethanol). Yield: 54.0%. RXN SMILES: [Br:1][C:2]1[CH:7]=[CH:6][C:5]([CH:8]([OH:10])[CH3:9])=[CH:4][CH:3]=1.CC(C1C=CC(Br)=CC=1)=O.BrC1C=CC([C@@H](O)C)=CC=1>>[Br:1][C:2]1[CH:7]=[CH:6][C:5]([C@H:8]([OH:10])[CH3:9])=[CH:4][CH:3]=1. Procedure details: As shown here, the biochemical conversion reaction of immobilized soy bean protein for the substrate (±)-1-(4-bromophenyl)ethanol (200 mg) requires 2 days by going through bioconversion to 4-bromoacetophenone accompanying sterically selective oxidation of (S)-1-(4-bromophenyl)ethanol to obtain 108 mg of (R)-1-(4-bromophenyl)ethanol at a yield of 54%. Optical purity was obtained at 88% e.e. Equipment conditions were the same as for immobilized green pea protein. The reactants are N#CCN1CC2CC1CN2Cc1ccccc1, N. Yields the product NCCN1CC2CC1CN2Cc1ccccc1. As a reaction SMILES: [CH2:1]([c:2]1[cH:3][cH:4][cH:5][cH:6][cH:7]1)[N:8]1[CH:9]2[CH2:10][N:11]([CH2:15][C:16]#[N:17])[CH:12]([CH2:13]1)[CH2:14]2.[NH3:18]>>[CH2:1]([c:2]1[cH:3][cH:4][cH:5][cH:6][cH:7]1)[N:8]1[CH:9]2[CH2:10][N:11]([CH2:15][CH2:16][NH2:17])[CH:12]([CH2:13]1)[CH2:14]2. Starting materials: C(#C)N1C2=C(C=3C=C(C=CC13)C)CN(CC2)C (5-ethynyl-2,8-dimethyl-2,3,4,5-tetrahydro-1H-pyrido[4,3-b]indole), BrC1=CC(=C(C(=O)NC)C=C1)F (4-bromo-2-fluoro-N-methyl-benzamide), ( II ), CCCC[N+](CCCC)(CCCC)CCCC.[F-] (TBAF). The solvent is O (water). Conditions: temperature 80 celsius. Product: CN1CC2=C(N(C=3C=CC(=CC23)C)C(=CC2=CC(=C(C(=O)NC)C=C2)F)F)CC1 (4-[2-(2,8-dimethyl-1,2,3,4-tetrahydro-pyrido[4,3-b]indol-5-yl)-2-fluoro-vinyl]-2-fluoro-N-methyl-benzamide), product. RXN SMILES: [C:1]([N:3]1[C:11]2[CH:10]=[CH:9][C:8]([CH3:12])=[CH:7][C:6]=2[C:5]2[CH2:13][N:14]([CH3:17])[CH2:15][CH2:16][C:4]1=2)#[CH:2].Br[C:19]1[CH:28]=[CH:27][C:22]([C:23]([NH:25][CH3:26])=[O:24])=[C:21]([F:29])[CH:20]=1.CCCC[N+](CCCC)(CCCC)CCCC.[F-:47]>O>[CH3:17][N:14]1[CH2:15][CH2:16][C:4]2[N:3]([C:1]([F:47])=[CH:2][C:19]3[CH:28]=[CH:27][C:22]([C:23]([NH:25][CH3:26])=[O:24])=[C:21]([F:29])[CH:20]=3)[C:11]3[CH:10]=[CH:9][C:8]([CH3:12])=[CH:7][C:6]=3[C:5]=2[CH2:13]1 |f:2.3|. Procedure details: A mixture of 5-ethynyl-2,8-dimethyl-2,3,4,5-tetrahydro-1H-pyrido[4,3-b]indole (268 mg, 1.2 mmol), 4-bromo-2-fluoro-N-methyl-benzamide (230 mg, 1.0 mmol), dichlorobistriphenyl phosphinepalladium (II) (21 mg, 0.03 mmol) and TBAF.3H2O (945 mg, 3.0 mmol) were added to a reaction vessel and the contents heated at 80° C. for 5 min in microwave. After completion of reaction (as monitored by TLC & LCMS), the reaction mixture was poured into water (25 mL) and the compound extracted with EtOAc (3×60 mL). ... RXN SMILES: [C:16](=[O:17])([O:18][CH2:19][c:20]1[cH:21][cH:22][cH:23][cH:24][cH:25]1)[NH:26][CH:27]([CH:28]([CH3:29])[CH3:30])[C:31](=[O:32])[OH:33].[CH3:49][N:50]([c:51]1[cH:52][cH:53][n:54][cH:55][cH:56]1)[CH3:57].[CH:34]1([N:35]=[C:36]=[N:37][CH:38]2[CH2:39][CH2:40][CH2:41][CH2:42][CH2:43]2)[CH2:44][CH2:45][CH2:46][CH2:47][CH2:48]1.[Cl:58][CH2:59][Cl:60].[OH:1][CH:2]([C:3](=[O:4])[O:5][CH2:6][c:7]1[cH:8][cH:9][c:10]([O:13][CH3:14])[cH:11][cH:12]1)[CH3:15]>>[O:1]([CH:2]([C:3](=[O:4])[O:5][CH2:6][c:7]1[cH:8][cH:9][c:10]([O:13][CH3:14])[cH:11][cH:12]1)[CH3:15])[C:31]([CH:27]([NH:26][C:16](=[O:17])[O:18][CH2:19][c:20]1[cH:21][cH:22][cH:23][cH:24][cH:25]1)[CH:28]([CH3:29])[CH3:30])=[O:32]. Starting materials: CC(C)C(NC(=O)OCc1ccccc1)C(=O)O, CN(C)c1ccncc1, C(=NC1CCCCC1)=NC1CCCCC1, ClCCl, COc1ccc(COC(=O)C(C)O)cc1. Yields the product COc1ccc(COC(=O)C(C)OC(=O)C(NC(=O)OCc2ccccc2)C(C)C)cc1. Reactants: NC1=CC=C(C=C1)CC(=O)OCC (Ethyl 4-aminophenylacetate), ClC=1C=CC(=C(C(=O)Cl)C1)OC (5-chloro-2-methoxybenzoyl chloride), Cl (hydrochloric acid), C([O-])(O)=O.[Na+] (sodium bicarbonate). The solvent is C1(=CC=CC=C1)C (toluene), C1(=CC=CC=C1)C (toluene), O (water), C1(=CC=CC=C1)C (toluene), N1=CC=CC=C1 (pyridine). The product is ClC=1C=CC(=C(C(=O)NC2=CC=C(C=C2)CC(=O)OCC)C1)OC (ethyl 4-(5-chloro-2-methoxybenzamido)-phenylacetate). The yield is 70.6%. RXN SMILES: [NH2:1][C:2]1[CH:7]=[CH:6][C:5]([CH2:8][C:9]([O:11][CH2:12][CH3:13])=[O:10])=[CH:4][CH:3]=1.[Cl:14][C:15]1[CH:16]=[CH:17][C:18]([O:24][CH3:25])=[C:19]([CH:23]=1)[C:20](Cl)=[O:21].Cl.C(=O)(O)[O-].[Na+]>C1(C)C=CC=CC=1.O.N1C=CC=CC=1>[Cl:14][C:15]1[CH:16]=[CH:17][C:18]([O:24][CH3:25])=[C:19]([CH:23]=1)[C:20]([NH:1][C:2]1[CH:3]=[CH:4][C:5]([CH2:8][C:9]([O:11][CH2:12][CH3:13])=[O:10])=[CH:6][CH:7]=1)=[O:21] |f:3.4|. Procedure: 8.9 g Ethyl 4-aminophenylacetate are suspended in 200 ml. toluene. After the addition of 4 ml pyridine, a solution of 10.2 g 5-chloro-2-methoxybenzoyl chloride in 10 ml toluene is added dropwise thereto and the reaction mixture heated under reflux for 2 hours. After cooling, the toluene phase is successively shaken out with dilute hydrochloric acid, aqueous sodium bicarbonate solution and water and thereafter dried and evaporated. The evaporation residue is then recrystallized twice from ethanol... Reactants: COC=1C=CC2=C(N=C(S2)NC2=CC=C(C=C2)OCCN2CCCC2)C1 (5-methoxy-2-[4-(2-pyrrolidin-1-ylethoxy)anilino]benzothiazole), Cl (hydrogen chloride). Solvent: C(C)O (ethanol), C(C)O (ethanol). Conditions: time 24 hour. Product: O.Cl.COC=1C=CC2=C(N=C(S2)NC2=CC=C(C=C2)OCCN2CCCC2)C1.COC=1C=CC2=C(N=C(S2)NC2=CC=C(C=C2)OCCN2CCCC2)C1.Cl (5-methoxy-2-[4-(2-pyrrolidin-1-ylethoxy)anilino]benzothiazole hydrochloride hemihydrate). RXN SMILES: [CH3:1][O:2][C:3]1[CH:4]=[CH:5][C:6]2[S:10][C:9]([NH:11][C:12]3[CH:17]=[CH:16][C:15]([O:18][CH2:19][CH2:20][N:21]4[CH2:25][CH2:24][CH2:23][CH2:22]4)=[CH:14][CH:13]=3)=[N:8][C:7]=2[CH:26]=1.[ClH:27]>C(O)C>[OH2:2].[ClH:27].[CH3:1][O:2][C:3]1[CH:4]=[CH:5][C:6]2[S:10][C:9]([NH:11][C:12]3[CH:13]=[CH:14][C:15]([O:18][CH2:19][CH2:20][N:21]4[CH2:25][CH2:24][CH2:23][CH2:22]4)=[CH:16][CH:17]=3)=[N:8][C:7]=2[CH:26]=1.[CH3:1][O:2][C:3]1[CH:4]=[CH:5][C:6]2[S:10][C:9]([NH:11][C:12]3[CH:13]=[CH:14][C:15]([O:18][CH2:19][CH2:20][N:21]4[CH2:25][CH2:24][CH2:23][CH2:22]4)=[CH:16][CH:17]=3)=[N:8][C:7]=2[CH:26]=1.[ClH:27] |f:3.4.5.6.7|. Reported procedure: A solution of 5-methoxy-2-[4-(2-pyrrolidin-1-ylethoxy)anilino]benzothiazole (0.369 g.) in ethanol (14 ml.) is treated at room temperature with a solution of dry hydrogen chloride in ethanol (0.37 ml. of 10% w v solution) and the mixture kept at room temperature for 24 hours. The precipitate which forms is collected by filtration, washed with dry ether and dried to give 5-methoxy-2-[4-(2-pyrrolidin-1-ylethoxy)anilino]benzothiazole hydrochloride hemihydrate, m.p. 196° - 199°C. with previous soften... The reactants are COC(=O)c1ccc(CNC(=O)OC(C)(C)C)cc1, C1CCOC1, CI, [H-], [Na+]. Product: CNCc1ccc(C(=O)OC)cc1. RXN SMILES: [C:5]([O:6][C:10](=[O:7])[NH:12][CH2:13][c:14]1[cH:15][cH:16][c:17]([C:18](=[O:19])[O:20][CH3:21])[cH:22][cH:23]1)([CH3:8])([CH3:9])[CH3:11].[CH2:24]1[O:25][CH2:26][CH2:27][CH2:28]1.[CH3:3][I:4].[H-:2].[Na+:1]>>[CH3:10][NH:12][CH2:13][c:14]1[cH:15][cH:16][c:17]([C:18](=[O:19])[O:20][CH3:21])[cH:22][cH:23]1. The reactants are C(C)C(C(=O)O)=CC1=CC=CC=C1 (α-ethyl cinnamic acid), [H][H] (hydrogen), [H][H] (hydrogen). Reagents/catalysts: [Pd] (palladium on charcoal). The solvent is [OH-].[Na+] (sodium hydroxide). The product is C(C1=CC=CC=C1)C(C(=O)O)CC (2-benzyl butanoic acid). Yield: 100.0%. RXN SMILES: [CH2:1]([C:3](=[CH:7][C:8]1[CH:13]=[CH:12][CH:11]=[CH:10][CH:9]=1)[C:4]([OH:6])=[O:5])[CH3:2].[H][H]>[OH-].[Na+].[Pd]>[CH2:7]([CH:3]([CH2:1][CH3:2])[C:4]([OH:6])=[O:5])[C:8]1[CH:13]=[CH:12][CH:11]=[CH:10][CH:9]=1 |f:2.3|. Reported procedure: A solution of 35.2 gm (0.2 mol) of α-ethyl cinnamic acid in 450 ml of 3% sodium hydroxide was reduced in a hydrogen atmosphere at 60 psi using 4 gm of 5% palladium on charcoal. After hydrogen uptake had ceased, the reaction mixture was filtered, acidified with hydrochloric acid and extracted with ether. Evaporation gave 36 gm (0.2 mol) of 2-benzyl butanoic acid.